This data is from the Open Reaction Database (ORD), a public repository of structured organic reaction records. The task is: describe an organic reaction: reactants, conditions, products, and yield Reported procedure: Deprotection of 13 (260 mg, 0.72 mmol) as in Example C, and reaction with 5-methoxyindole-2-carboxylic acid (145 mg, 0.76 mmol) and EDCI.HCl (344 mg, 1.80 mmol) in DMA (3 mL) gave 14d (237 mg, 76%), mp (2×EtOAc/iPr2O) 241-243° C. 1H NMR [(CD3)2SO] δ 11.73 (d, J=1.3 Hz, 1 H, NH), 9.16 (s, 1 H, H-4), 8.35 (dd, J=7.2, 2.5 Hz, 1 H, H-6), 8.23 (dd, J=6.9, 2.4 Hz, 1 H, H-9), 7.79-7.70 (m, 2 H, H-7,8), 7.42 (d, J=8.9 Hz, 1 H, H-7'), 7.20 (d, J=1.9 Hz, 1 H, H-3'), 7.17 (d, J=2.4 Hz, 1 H, H-4'), 6.94 (dd... Run in CC(=O)N(C)C (DMA). Reactants: CCOC(=O)C.O(C(C)C)C(C)C (EtOAc iPr2O), C(C)(C)(C)OC(=O)N1CC(C=2C3=C(C(=CC12)[N+](=O)[O-])C=CC=C3)CCl (3-(tert-butyloxycarbonyl)-1-chloromethyl-5-nitro-1,2-dihydro-3H-benz[e]indole), COC=1C=C2C=C(NC2=CC1)C(=O)O (5-methoxyindole-2-carboxylic acid), CCN=C=NCCCN(C)C.Cl (EDCI.HCl). Product: ClCC1CN(C=2C=C(C3=C(C12)C=CC=C3)[N+](=O)[O-])C(=O)C=3NC1=CC=C(C=C1C3)OC (1-(chloromethyl)-3-[(5-methoxyindol-2-yl)carbonyl]-5-nitro-1,2-dihydro-3H-benz[e]indole). Reaction SMILES: C(O[C:6]([N:8]1[C:16]2[CH:15]=[C:14]([N+:17]([O-:19])=[O:18])[C:13]3[CH:20]=[CH:21][CH:22]=[CH:23][C:12]=3[C:11]=2[CH:10]([CH2:24][Cl:25])[CH2:9]1)=[O:7])(C)(C)C.[CH3:26][O:27][C:28]1[CH:29]=[C:30]2[C:34](=[CH:35][CH:36]=1)[NH:33][C:32](C(O)=O)=[CH:31]2.CCN=C=NCCCN(C)C.Cl.CCOC(C)=O.O(C(C)C)C(C)C>CC(N(C)C)=O>[Cl:25][CH2:24][CH:10]1[C:11]2[C:12]3[CH:23]=[CH:22][CH:21]=[CH:20][C:13]=3[C:14]([N+:17]([O-:19])=[O:18])=[CH:15][C:16]=2[N:8]([C:6]([C:32]2[NH:33][C:34]3[C:30]([CH:31]=2)=[CH:29][C:28]([O:27][CH3:26])=[CH:36][CH:35]=3)=[O:7])[CH2:9]1 |f:2.3,4.5|. Yield: 75.5%.